From a dataset of the Open Reaction Database (ORD), a public repository of structured organic reaction records. describe an organic reaction: reactants, conditions, products, and yield Conditions: temperature 20 celsius, time 1 hour. Procedure details: 434 mg of 2-methoxyphenylglyoxal hydrate are dissolved in 0.5 ml of dimethylsulfoxide, and a solution of 427 mg of α,α-dimethyl-4-methoxyphenethylamine in 1.5 ml of dimethylsulfoxide is added thereto. The mixture is stirred at 20° C. for one hour, whereby a solution of α-(α,α-dimethyl-4-methoxyphenethylimino)-2-methoxyacetophenone in dimethylsulfoxide is obtained. The product is CC(CC1=CC=C(C=C1)OC)(C)N=C(C(=O)C1=CC=CC=C1)OC (α-(α,α-dimethyl-4-methoxyphenethylimino)-2-methoxyacetophenone). As a reaction SMILES: O.CO[C:4]1[CH:9]=[CH:8][CH:7]=[CH:6][C:5]=1[C:10]([CH:12]=[O:13])=[O:11].[CH3:14][C:15]([NH2:26])([CH3:25])[CH2:16][C:17]1[CH:22]=[CH:21][C:20]([O:23][CH3:24])=[CH:19][CH:18]=1.[CH3:27]S(C)=O>>[CH3:25][C:15]([N:26]=[C:12]([O:13][CH3:27])[C:10]([C:5]1[CH:4]=[CH:9][CH:8]=[CH:7][CH:6]=1)=[O:11])([CH3:14])[CH2:16][C:17]1[CH:22]=[CH:21][C:20]([O:23][CH3:24])=[CH:19][CH:18]=1 |f:0.1|. Starting materials: CS(=O)C (dimethylsulfoxide), O.COC1=C(C=CC=C1)C(=O)C=O (2-methoxyphenylglyoxal hydrate), CS(=O)C (dimethylsulfoxide), CC(CC1=CC=C(C=C1)OC)(C)N (α,α-dimethyl-4-methoxyphenethylamine), CS(=O)C (dimethylsulfoxide). Starting materials: OC1C=2C=C(C=NC2NCC1)C1=CC=C(C=C1)C(=O)N1CCN(CC1)C ([4-(5-Hydroxy-5,6,7,8-tetrahydro-[1,8]naphthyridin-3-yl)phenyl]-(4-methylpiperazin-1-yl)methanone), ClC=1C=C(C=C(C1)Cl)O (3,5-dichlorophenol). Solvent: CO.C(Cl)Cl (methanol CH2Cl2). Yields the product ClC=1C=C(OC2C=3C=C(C=NC3NCC2)C2=CC=C(C=C2)C(=O)N2CCN(CC2)C)C=C(C1)Cl ({4-[5-(3,5-Dichlorophenoxy)-5,6,7,8-tetrahydro-[1,8]naphthyridin-3-yl]phenyl}-(4-methylpiperazin-1-yl)methanone). Isolated yield 82.0%. As a reaction SMILES: [OH:1][CH:2]1[CH2:11][CH2:10][NH:9][C:8]2[N:7]=[CH:6][C:5]([C:12]3[CH:17]=[CH:16][C:15]([C:18]([N:20]4[CH2:25][CH2:24][N:23]([CH3:26])[CH2:22][CH2:21]4)=[O:19])=[CH:14][CH:13]=3)=[CH:4][C:3]1=2.[Cl:27][C:28]1[CH:29]=[C:30](O)[CH:31]=[C:32]([Cl:34])[CH:33]=1>CO.C(Cl)Cl>[Cl:27][C:28]1[CH:29]=[C:30]([CH:31]=[C:32]([Cl:34])[CH:33]=1)[O:1][CH:2]1[CH2:11][CH2:10][NH:9][C:8]2[N:7]=[CH:6][C:5]([C:12]3[CH:13]=[CH:14][C:15]([C:18]([N:20]4[CH2:21][CH2:22][N:23]([CH3:26])[CH2:24][CH2:25]4)=[O:19])=[CH:16][CH:17]=3)=[CH:4][C:3]1=2 |f:2.3|. Procedure details: [4-(5-Hydroxy-5,6,7,8-tetrahydro-[1,8]naphthyridin-3-yl)phenyl]-(4-methylpiperazin-1-yl)methanone (20 mg) was reacted with 3,5-dichlorophenol (27.7 mg) as in General Procedure 12. Silica gel chromatography using a gradient of 0-15% methanol/CH2Cl2 as the eluting solvent gave the title compound as a yellow foam (82% yield). LCMS: m/z=497.12 (M+H+), 1H-NMR (CDCl3, 400 MHz) δ 2.02-2.13 (m, 1H), 2.24-2.35 (m, 1H), 2.33 (s, 3H), 2.35-2.60 (m, 4H), 3.40-3.66 (m, 4H), 3.70-3.92 (m, 2H), 5.30 (bs, 1H), ... Reactants: [CH3], O=C(O)c1ccccc1C(=O)c1ccc(Cl)c([N+](=O)[O-])c1, Cl, [NH4+], [OH-]. The product is Nc1ccc(C(=O)c2ccccc2C(=O)O)cc1[N+](=O)[O-]. RXN SMILES: [CH3:1].[Cl:2][c:3]1[c:4]([N+:20](=[O:21])[O-:22])[cH:5][c:6]([C:7](=[O:8])[c:9]2[c:10]([C:11](=[O:12])[OH:13])[cH:14][cH:15][cH:16][cH:17]2)[cH:18][cH:19]1.[ClH:23].[NH4+:24].[OH-:25]>>[c:3]1([NH2:24])[c:4]([N+:20](=[O:21])[O-:22])[cH:5][c:6]([C:7](=[O:8])[c:9]2[c:10]([C:11](=[O:12])[OH:13])[cH:14][cH:15][cH:16][cH:17]2)[cH:18][cH:19]1. Starting materials: BrBr, CC(=O)O, CCCc1nc2ccsc2c(=O)n1Cc1ccccc1. The product is CCC(Br)c1nc2ccsc2c(=O)n1Cc1ccccc1. As a reaction SMILES: [Br:21][Br:22].[C:23]([OH:24])(=[O:25])[CH3:26].[CH2:1]([c:2]1[cH:3][cH:4][cH:5][cH:6][cH:7]1)[n:8]1[c:9]([CH2:18][CH2:19][CH3:20])[n:10][c:11]2[c:12]([c:13]1=[O:14])[s:15][cH:16][cH:17]2>>[CH2:1]([c:2]1[cH:3][cH:4][cH:5][cH:6][cH:7]1)[n:8]1[c:9]([CH:18]([CH2:19][CH3:20])[Br:21])[n:10][c:11]2[c:12]([c:13]1=[O:14])[s:15][cH:16][cH:17]2. As a reaction SMILES: C(NC(C)C)(C)C.C([Li])CCC.[F:13][C:14]1[CH:19]=[CH:18][C:17]([CH:20]([CH2:23][C:24]2[CH:29]=[CH:28][CH:27]=[CH:26][CH:25]=2)[C:21]#[N:22])=[CH:16][C:15]=1[O:30][CH3:31].Cl[C:33]([O:35][CH2:36][CH3:37])=[O:34]>C1COCC1.CCOC(C)=O>[CH2:36]([O:35][C:33](=[O:34])[C:20]([CH2:23][C:24]1[CH:25]=[CH:26][CH:27]=[CH:28][CH:29]=1)([C:21]#[N:22])[C:17]1[CH:18]=[CH:19][C:14]([F:13])=[C:15]([O:30][CH3:31])[CH:16]=1)[CH3:37]. Run in C1CCOC1 (THF), CCOC(=O)C (EtOAc), C1CCOC1 (THF). Run at time 1 hour. Yields the product C(C)OC(C(C1=CC(=C(C=C1)F)OC)(C#N)CC1=CC=CC=C1)=O (Benzyl-cyano-(4-fluoro-3-methoxy-phenyl)-acetic acid ethyl ester). The yield is 92.1%. The reactants are FC1=C(C=C(C=C1)C(C#N)CC1=CC=CC=C1)OC (2-(4-Fluoro-3-methoxyphenyl)-3-phenylpropanenitrile), C(C)(C)NC(C)C (diisopropylamine), C(CCC)[Li] (n-butyllithium), ClC(=O)OCC (ethyl chloroformate). Procedure: To a −78° C. cooled solution of diisopropylamine (5.11 ml, 35.8 mmol) in THF was added n-butyllithium (22.40 ml, 35.8 mmol) and stirred for 1 h while the reaction mixture was allowed to warm up <−40° C. 2-(4-Fluoro-3-methoxyphenyl)-3-phenylpropanenitrile (6.1 g, 23.89 mmol) dissolved in THF was added followed by ethyl chloroformate (3.42 ml, 35.8 mmol). The reaction mixture was stirred over night and was allowed to heat up to room temperature. Evaporated solvents and redissolved in EtOAc, washed...